This data is from the Open Reaction Database (ORD), a public repository of structured organic reaction records. The task is: describe an organic reaction: reactants, conditions, products, and yield Reactants: Cl.CN(CCCN=C=NCC)C (1-(3-dimethylaminopropyl)-3-ethylcarbodiimide hydrochloride), ON1N=NC2=C1C=CC=C2 (1-hydroxybenzotriazole), CN1CCOCC1 (N-methylmorpholine), ClC1=CC=C(C=C1)[C@H]1[C@@H](CC(C1)=O)C(=O)O ((1R,2R)-2-(4-chlorophenyl)-4-oxocyclopentanecarboxylic acid), [Cl-].C1(CCCCC1)C1(CC[NH2+]CC1)CN1C(OCC1(C)C)=O (4-cyclohexyl-4-[(4,4-dimethyl-2-oxo-1,3-oxazolidin-3-yl)methyl]piperidinium chloride). Solvent: C(Cl)Cl (methylene chloride). Run at time 48 hour. Yields the product ClC1=CC=C(C=C1)[C@H]1[C@@H](CC(C1)=O)C(=O)N1CCC(CC1)(C1CCCCC1)CN1C(OCC1(C)C)=O (3-[(1-{[(1R,2R)-2-(4-chlorophenyl)-4-oxocyclopentyl]carbonyl}-4-cyclohexylpiperidin-4-yl)methyl]-4,4-dimethyl-1,3-oxazolidin-2-one). As a reaction SMILES: [Cl:1][C:2]1[CH:7]=[CH:6][C:5]([C@@H:8]2[CH2:12][C:11](=[O:13])[CH2:10][C@H:9]2[C:14]([OH:16])=O)=[CH:4][CH:3]=1.Cl.CN(C)CCCN=C=NCC.ON1C2C=CC=CC=2N=N1.CN1CCOCC1.[Cl-].[CH:47]1([C:53]2([CH2:59][N:60]3[C:64]([CH3:66])([CH3:65])[CH2:63][O:62][C:61]3=[O:67])[CH2:58][CH2:57][NH2+:56][CH2:55][CH2:54]2)[CH2:52][CH2:51][CH2:50][CH2:49][CH2:48]1>C(Cl)Cl>[Cl:1][C:2]1[CH:3]=[CH:4][C:5]([C@@H:8]2[CH2:12][C:11](=[O:13])[CH2:10][C@H:9]2[C:14]([N:56]2[CH2:57][CH2:58][C:53]([CH2:59][N:60]3[C:64]([CH3:65])([CH3:66])[CH2:63][O:62][C:61]3=[O:67])([CH:47]3[CH2:48][CH2:49][CH2:50][CH2:51][CH2:52]3)[CH2:54][CH2:55]2)=[O:16])=[CH:6][CH:7]=1 |f:1.2,5.6|. Procedure: A 25 mL round bottom flask equipped with a magnetic stir bar was charged with 0.412 g (1.73 mmol) of the product of Step D dissolved in 6 mL of methylene chloride. To the reaction mixture was added 0.451 g (2.35 mmol) of 1-(3-dimethylaminopropyl)-3-ethylcarbodiimide hydrochloride, 0.318 g (2.35 mmol) of 1-hydroxybenzotriazole, 0.518 μL (4.71 mmol) of N-methylmorpholine, followed by 0.520 g (1.57 mmol) of 4-cyclohexyl-4-[(4,4-dimethyl-2-oxo-1,3-oxazolidin-3-yl)methyl]piperidinium chloride. The re... Starting materials: N(C(=N)N)CCCCC/C=C/C(=O)O (8-Guanidino-2E-octenoic acid), Cl (hydrochloric acid). Run at time 1 hour. The product is Cl.N(C(=N)N)CCCCC/C=C/C(=O)O (8-Guanidino-2E-octenoic acid hydrochloride). RXN SMILES: [NH:1]([CH2:5][CH2:6][CH2:7][CH2:8][CH2:9]/[CH:10]=[CH:11]/[C:12]([OH:14])=[O:13])[C:2]([NH2:4])=[NH:3].[ClH:15]>>[ClH:15].[NH:1]([CH2:5][CH2:6][CH2:7][CH2:8][CH2:9]/[CH:10]=[CH:11]/[C:12]([OH:14])=[O:13])[C:2]([NH2:4])=[NH:3] |f:2.3|. Procedure details: A suspension of 13 g (65 mmoles) of crude (11) in 75 mL 1N hydrochloric acid was warmed on a steam bath until a clear solution was obtained. After 1 h at room temperature crystals were noted. The mixture was chilled overnight and the crystals were filtered and dried to provide 13.86 g of title compound (12), mp 162° C. Anal. Calcd. for C9H18N3O2Cl: C, 45.86; H, 7.70; N, 17.83; Cl, 15.04. Found: C, 45.90; H, 7.64; N, 17.88; Cl, 14.79. The reactants are C1COCCN1, CCCOc1ccccc1-c1nc2nc(SC)ncc2c(=O)[nH]1, c1ccncc1. The product is CCCOc1ccccc1-c1nc2nc(N3CCOCC3)ncc2c(=O)[nH]1. RXN SMILES: [CH2:24]1[CH2:25][O:26][CH2:27][CH2:28][NH:29]1.[CH3:1][S:2][c:3]1[n:4][cH:5][c:6]2[c:7]([n:8]1)[n:9][c:10](-[c:14]1[c:15]([O:20][CH2:21][CH2:22][CH3:23])[cH:16][cH:17][cH:18][cH:19]1)[nH:11][c:12]2=[O:13].[cH:30]1[cH:31][cH:32][n:33][cH:34][cH:35]1>>[c:3]1([N:29]2[CH2:24][CH2:25][O:26][CH2:27][CH2:28]2)[n:4][cH:5][c:6]2[c:7]([n:8]1)[n:9][c:10](-[c:14]1[c:15]([O:20][CH2:21][CH2:22][CH3:23])[cH:16][cH:17][cH:18][cH:19]1)[nH:11][c:12]2=[O:13]. Reactants: C(C)(C)(C)OC(=O)N[C@@H](CC(N)=O)C(=O)O (N-tert-butyloxycarbonyl-L-asparagine), N[C@H]1CC2CC[C@H]3[C@@H]4CC[C@H]([C@@H](CCCC(C)C)C)[C@]4(CC[C@@H]3[C@]2(CC1)C)C (3α-aminocholestane). Product: C(C)(C)(C)OC(=O)N[C@@H](CC(N)=O)C(=O)N[C@H]1CC2CC[C@H]3[C@@H]4CC[C@H]([C@@H](CCCC(C)C)C)[C@]4(CC[C@@H]3[C@]2(CC1)C)C (3α-N-(N-tert-butyloxycarbonyl-L-asparagyl)aminocholestane). Yield: 56.0%. RXN SMILES: [C:1]([O:5][C:6]([NH:8][C@H:9]([C:14]([OH:16])=O)[CH2:10][C:11](=[O:13])[NH2:12])=[O:7])([CH3:4])([CH3:3])[CH3:2].[NH2:17][C@@H:18]1[CH2:42][CH2:41][C@@:40]2([CH3:43])[CH:20]([CH2:21][CH2:22][C@@H:23]3[C@@H:39]2[CH2:38][CH2:37][C@@:36]2([CH3:44])[C@H:24]3[CH2:25][CH2:26][C@@H:27]2[C@H:28]([CH3:35])[CH2:29][CH2:30][CH2:31][CH:32]([CH3:34])[CH3:33])[CH2:19]1>>[C:1]([O:5][C:6]([NH:8][C@H:9]([C:14]([NH:17][C@@H:18]1[CH2:42][CH2:41][C@@:40]2([CH3:43])[CH:20]([CH2:21][CH2:22][C@@H:23]3[C@@H:39]2[CH2:38][CH2:37][C@@:36]2([CH3:44])[C@H:24]3[CH2:25][CH2:26][C@@H:27]2[C@H:28]([CH3:35])[CH2:29][CH2:30][CH2:31][CH:32]([CH3:34])[CH3:33])[CH2:19]1)=[O:16])[CH2:10][C:11](=[O:13])[NH2:12])=[O:7])([CH3:2])([CH3:3])[CH3:4]. Procedure details: By using N-tert-butyloxycarbonyl-L-asparagine (464 mg, 2.00 mmol) and 3α-aminocholestane (777 mg, 2.00 mmol), the title compound was obtained in the same manner as in Synthetic Example BB1 (670 mg, yield; 56%). Starting materials: ClCl (chlorine), ClC1=C(OC=2C=C(C(=O)O)C=CC2)C=CC(=C1)C(F)(F)F (3(2-chloro-4-trifluoromethylphenoxy)benzoic acid), O (water). The solvent is C(C)(=O)O (acetic acid). Run at time 5 hour. Yields the product ClC1=C(C(=O)O)C=C(C=C1)OC1=C(C=C(C=C1)C(F)(F)F)Cl (2-chloro-5(2-chloro-4-trifluoromethylphenoxy)benzoic acid). As a reaction SMILES: [Cl:1][C:2]1[CH:17]=[C:16]([C:18]([F:21])([F:20])[F:19])[CH:15]=[CH:14][C:3]=1[O:4][C:5]1[CH:6]=[C:7]([CH:11]=[CH:12][CH:13]=1)[C:8]([OH:10])=[O:9].[Cl:22]Cl.O>C(O)(=O)C>[Cl:22][C:11]1[CH:12]=[CH:13][C:5]([O:4][C:3]2[CH:14]=[CH:15][C:16]([C:18]([F:20])([F:19])[F:21])=[CH:17][C:2]=2[Cl:1])=[CH:6][C:7]=1[C:8]([OH:10])=[O:9]. Procedure: A solution of 3(2-chloro-4-trifluoromethylphenoxy)benzoic acid (5 g) in glacial acetic acid (30 ml) was heated under reflux while chlorine was passed through the solution for 5 hours. The solution was left to stand for two days at room temperature and then poured into cold water (500 ml). An off-white gummy solid separated. This was extracted with ethyl acetate and the extract dried and evaporated. The brown oil remaining was dissolved in sodium bicarbonate solution and the solution extracted wi... Starting materials: CCN(C(=O)C1=C(C=CC(=C1OC)Cl)OC)OC(=O)C2=CC=CC=C2 (benzomate), CC1=CC(=C(C=C1)/N=C/N(/C=N/C2=C(C=C(C=C2)C)C)C)C (amitraz). The product is CC=1C=C(C=CC1/N=C/N(C)C)Cl (chlordimeform). Reaction SMILES: CCN(OC(C1C=CC=CC=1)=O)[C:4]([C:6]1[C:11](OC)=[C:10]([Cl:14])[CH:9]=[CH:8][C:7]=1OC)=O.CC1C=CC(/[N:33]=[CH:34]/[N:35]([CH3:46])/[CH:36]=N/C2C=CC(C)=CC=2C)=C(C)C=1>>[CH3:4][C:6]1[CH:11]=[C:10]([Cl:14])[CH:9]=[CH:8][C:7]=1/[N:33]=[CH:34]/[N:35]([CH3:46])[CH3:36]. Procedure details: benzomate and amitraz.